From a dataset of the Open Reaction Database (ORD), a public repository of structured organic reaction records. describe an organic reaction: reactants, conditions, products, and yield The reactants are C(C1=CC=CC=C1)(=O)C1=C(C2=C(S1)C=CC=C2)O (2-benzoyl-benzo[b]thiophen-3-ol), C(C)(=O)[O-].CC(C[NH3+])C ((2-methylpropyl)ammonium acetate), ethyl acetate petroleum ether. Yields the product CC(CN\C(=C\1/C(C2=C(S1)C=CC=C2)=O)\C2=CC=CC=C2)C ((E)-2-{[(2-Methylpropyl)amino]phenylmethylene}-benzo[b]thiophen-3(2H)-one). The yield is 69.0%. RXN SMILES: [C:1]([C:9]1[S:13][C:12]2[CH:14]=[CH:15][CH:16]=[CH:17][C:11]=2[C:10]=1[OH:18])(=O)[C:2]1[CH:7]=[CH:6][CH:5]=[CH:4][CH:3]=1.C([O-])(=O)C.[CH3:23][CH:24]([CH3:27])[CH2:25][NH3+:26]>>[CH3:23][CH:24]([CH3:27])[CH2:25][NH:26]/[C:1](/[C:2]1[CH:7]=[CH:6][CH:5]=[CH:4][CH:3]=1)=[C:9]1\[C:10](=[O:18])[C:11]2[CH:17]=[CH:16][CH:15]=[CH:14][C:12]=2[S:13]\1 |f:1.2|. Procedure details: Prepared as in Example 35 from 2-benzoyl-benzo[b]thiophen-3-ol and (2-methylpropyl)ammonium acetate with a yield of 69% of theory; m.p. 125°-126° C. (ethyl acetate/petroleum ether 1:2). Reactants: CC(C)(C)c1cc(Nc2ccnc(Cl)n2)no1, CS(C)=O, CC(C)O, Nc1cccc(S(N)(=O)=O)c1. Product: CC(C)(C)c1cc(Nc2ccnc(Nc3cccc(S(N)(=O)=O)c3)n2)no1. As a reaction SMILES: [C:1]([CH3:2])([CH3:3])([CH3:4])[c:5]1[cH:6][c:7]([NH:10][c:11]2[n:12][c:13]([Cl:17])[n:14][cH:15][cH:16]2)[n:8][o:9]1.[CH3:33][S:34]([CH3:35])=[O:36].[CH:29]([OH:30])([CH3:31])[CH3:32].[NH2:18][c:19]1[cH:20][c:21]([S:25](=[O:26])(=[O:27])[NH2:28])[cH:22][cH:23][cH:24]1>>[C:1]([CH3:2])([CH3:3])([CH3:4])[c:5]1[cH:6][c:7]([NH:10][c:11]2[n:12][c:13]([NH:18][c:19]3[cH:20][c:21]([S:25](=[O:26])(=[O:27])[NH2:28])[cH:22][cH:23][cH:24]3)[n:14][cH:15][cH:16]2)[n:8][o:9]1.